This data is from the Open Reaction Database (ORD), a public repository of structured organic reaction records. The task is: describe an organic reaction: reactants, conditions, products, and yield The reactants are IC=1C=CC=C2C(N=CNC12)=O (8-iodoquinazolin-4(1H)-one), P(=O)(Cl)(Cl)Cl (Phosphorus oxychloride). Yields the product ClC1=NC=NC2=C(C=CC=C12)I (4-chloro-8-iodoquinazoline). Reaction SMILES: [I:1][C:2]1[CH:3]=[CH:4][CH:5]=[C:6]2[C:11]=1[NH:10][CH:9]=[N:8][C:7]2=O.P(Cl)(Cl)([Cl:15])=O>>[Cl:15][C:7]1[C:6]2[C:11](=[C:2]([I:1])[CH:3]=[CH:4][CH:5]=2)[N:10]=[CH:9][N:8]=1. Procedure details: Tosylic acid dihydrate (0.038 g) was added to a suspension of 2-amino-3-iodobenzamide (0.513 g) supplemented with methyl orthoformate (5 ml) and NMP (1 ml), and the mixture was heated to reflux for 3 hours. After cooling, water was added to the reaction solution, and the deposit was filtrated and dried under reduced pressure to obtain 8-iodoquinazolin-4(1H)-one (0.481 g). Phosphorus oxychloride (10 ml) was added to the obtained 8-iodoquinazolin-4(1H)-one (1.17 g), and the mixture was heated to r... The reactants are ClC(=O)OC(CC)CCC (3-hexyl chloroformate), S1C=NC(=C1)C=1NC2=C(N1)C=CC=C2 (2-(4-thiazolyl)-benzimidazole), ClC(=O)OC(CC)CCC (3-hexyl chloroformate). Solvent: N1=CC=CC=C1 (pyridine). Conditions: time 8 hour. The product is CCC(CCC)OC(=O)N1C(=NC2=C1C=CC=C2)C=2N=CSC2 (1-(3-Hexyloxycarbonyl)-2-(4-thiazolyl)-benzimidazole). As a reaction SMILES: Cl[C:2]([O:4][CH:5]([CH2:8][CH2:9][CH3:10])[CH2:6][CH3:7])=[O:3].[S:11]1[CH:15]=[C:14]([C:16]2[NH:17][C:18]3[CH:24]=[CH:23][CH:22]=[CH:21][C:19]=3[N:20]=2)[N:13]=[CH:12]1>N1C=CC=CC=1>[CH3:7][CH2:6][CH:5]([O:4][C:2]([N:20]1[C:19]2[CH:21]=[CH:22][CH:23]=[CH:24][C:18]=2[N:17]=[C:16]1[C:14]1[N:13]=[CH:12][S:11][CH:15]=1)=[O:3])[CH2:8][CH2:9][CH3:10]. Reported procedure: 28.3 G. (0.172 moles) of 3-hexyl chloroformate is added dropwise with protection from moisture to a stirred suspension of 33.1 g. (0.165 moles) of 2-(4-thiazolyl)-benzimidazole in 200 ml. of anhydrous pyridine. The 3-hexyl chloroformate is added over a period of 20 minutes during which time the reaction mixture initially becomes a clear solution followed by the precipitation of pyridine hydrochloride. The reaction mixture is stirred overnight at room temperature filtered to remove pyridine hydro... Reactants: ClC1=C2C(=CN=C(C2=CC=C1)O[C@@H]1C[C@@H]2N(C([C@H]([C@@H](CCCC(\C=C/[C@H]3[C@](NC2=O)(C3)C(NS(=O)(=O)C3CC3)=O)C)C)NC(OC(C)(C)C)=O)=O)C1)OC (tert-butyl (2R,6S,7R,13aS,14aR,16aS,Z)-2-(5-chloro-4-methoxyisoquinolin-1-yloxy)-14a-(cyclopropylsulfonylcarbamoyl)-7,11-dimethyl-5,16-dioxo-1,2,3,5,6,7,8,9,10,11,13a,14,14a,15,16,16a-hexadecahydrocyclopropa[e]pyrrolo[1,2-a][1,4]diazacyclopentadecin-6-ylcarbamate), Cl (HCl). Solvent: O1CCOCC1 (dioxane). Product: Cl.N[C@H]1[C@@H](CCCC(\C=C/[C@H]2[C@](NC([C@H]3N(C1=O)C[C@@H](C3)OC3=NC=C(C1=C(C=CC=C31)Cl)OC)=O)(C2)C(=O)NS(=O)(=O)C2CC2)C)C ((2R,6S,7R,13aS,14aR,16aS,Z)-6-amino-2-(5-chloro-4-methoxyisoquinolin-1-yloxy)-N-(cyclopropylsulfonyl)-7,11-dimethyl-5,16-dioxo-1,2,3,5,6,7,8,9,10,11,13a,14,14a,15,16,16a-hexadecahydrocyclopropa[e]pyrrolo[1,2-a][1,4]diazacyclopentadecine-14a-carboxamide hydrochloride). The yield is 20.9%. Reaction SMILES: [Cl:1][C:2]1[CH:11]=[CH:10][CH:9]=[C:8]2[C:3]=1[C:4]([O:53][CH3:54])=[CH:5][N:6]=[C:7]2[O:12][C@H:13]1[CH2:52][N:16]2[C:17](=[O:51])[C@@H:18]([NH:43]C(=O)OC(C)(C)C)[C@H:19]([CH3:42])[CH2:20][CH2:21][CH2:22][CH:23]([CH3:41])[CH:24]=[CH:25][C@@H:26]3[CH2:31][C@@:27]3([C:32](=[O:40])[NH:33][S:34]([CH:37]3[CH2:39][CH2:38]3)(=[O:36])=[O:35])[NH:28][C:29](=[O:30])[C@@H:15]2[CH2:14]1.Cl>O1CCOCC1>[ClH:1].[NH2:43][C@@H:18]1[C:17](=[O:51])[N:16]2[CH2:52][C@H:13]([O:12][C:7]3[C:8]4[C:3](=[C:2]([Cl:1])[CH:11]=[CH:10][CH:9]=4)[C:4]([O:53][CH3:54])=[CH:5][N:6]=3)[CH2:14][C@H:15]2[C:29](=[O:30])[NH:28][C@:27]2([C:32]([NH:33][S:34]([CH:37]3[CH2:39][CH2:38]3)(=[O:35])=[O:36])=[O:40])[CH2:31][C@H:26]2[CH:25]=[CH:24][CH:23]([CH3:41])[CH2:22][CH2:21][CH2:20][C@H:19]1[CH3:42] |f:3.4|. Reported procedure: A solution of tert-butyl (2R,6S,7R,13aS,14aR,16aS,Z)-2-(5-chloro-4-methoxyisoquinolin-1-yloxy)-14a-(cyclopropylsulfonylcarbamoyl)-7,11-dimethyl-5,16-dioxo-1,2,3,5,6,7,8,9,10,11,13a,14,14a,15,16,16a-hexadecahydrocyclopropa[e]pyrrolo[1,2-a][1,4]diazacyclopentadecin-6-ylcarbamate (300 mg, 3.3 mmol) in dioxane.HCl was stirred at room temperature for 30 min. The solvent was evaporated under reduced pressure to get crude compound (250 mg, 96%). The crude compound was washed with diethyl ether and take...